From a dataset of the Open Reaction Database (ORD), a public repository of structured organic reaction records. describe an organic reaction: reactants, conditions, products, and yield Reactants: BrCc1ccccc1, C[SiH](C)C1(C(=O)O)CC(=O)N1C(C)(C)C, C1CCOC1, [Li]CCCC, CCCCCC, CC(C)NC(C)C, O=C(O)CC(O)(CC(=O)O)C(=O)O. Yields the product C[SiH](C)C1(C(=O)O)C(Cc2ccccc2)C(=O)N1C(C)(C)C. Reaction SMILES: [Br:28][CH2:29][c:30]1[cH:31][cH:32][cH:33][cH:34][cH:35]1.[C:13]([CH3:14])([CH3:15])([CH3:16])[N:17]1[C:18]([C:22](=[O:23])[OH:24])([SiH:25]([CH3:26])[CH3:27])[CH2:19][C:20]1=[O:21].[CH2:49]1[O:50][CH2:51][CH2:52][CH2:53]1.[CH2:8]([Li:9])[CH2:10][CH2:11][CH3:12].[CH3:54][CH2:55][CH2:56][CH2:57][CH2:58][CH3:59].[CH:1]([NH:2][CH:3]([CH3:4])[CH3:5])([CH3:6])[CH3:7].[OH:36][C:37]([CH2:38][C:39]([C:40](=[O:41])[OH:42])([CH2:43][C:44](=[O:45])[OH:46])[OH:47])=[O:48]>>[C:13]([CH3:14])([CH3:15])([CH3:16])[N:17]1[C:18]([C:22](=[O:23])[OH:24])([SiH:25]([CH3:26])[CH3:27])[CH:19]([CH2:29][c:30]2[cH:31][cH:32][cH:33][cH:34][cH:35]2)[C:20]1=[O:21].